Dataset: the Open Reaction Database (ORD), a public repository of structured organic reaction records. Task: describe an organic reaction: reactants, conditions, products, and yield Reactants: Cl.CN(C)C1=CC=C(C2OC3=CC=CC=C3C(C2)=O)C=C1 (4'-(N,N-dimethylamino) flavanone hydrochloride), CN(C)C1=CC=C(C=C1)C=CC(=O)C1=C(C=CC=C1)O (4-(N,N-dimethylamino)-2'-hydroxychalcone), 2-N, Cl (hydrochloric acid). The reagents and catalysts are [Zn] (zinc). Run in O (water). Reaction conditions: temperature 45 celsius, time 45 minute. Product: CN(C)C1=CC=C(C2OC3=CC=CC=C3CC2)C=C1 (4'-(N,N-dimethylamino) flavan). As a reaction SMILES: [CH3:1][N:2]([C:4]1[CH:9]=[CH:8][C:7]([CH:10]=[CH:11][C:12]([C:14]2[CH:19]=[CH:18][CH:17]=[CH:16][C:15]=2[OH:20])=O)=[CH:6][CH:5]=1)[CH3:3].Cl.Cl.CN(C1C=CC(C2CC(=O)C3C(=CC=CC=3)O2)=CC=1)C>O.[Zn]>[CH3:1][N:2]([C:4]1[CH:9]=[CH:8][C:7]([CH:10]2[CH2:11][CH2:12][C:14]3[C:15](=[CH:16][CH:17]=[CH:18][CH:19]=3)[O:20]2)=[CH:6][CH:5]=1)[CH3:3] |f:2.3|. Reported procedure: 4-(N,N-dimethylamino)-2'-hydroxychalcone (6.6 g.) was boiled under reflux with 2-N hydrochloric acid (100 ml.) for 3 hrs. The resulting solution of 4'-(N,N-dimethylamino) flavanone hydrochloride was added to a suspension of amalgamated zinc (from zinc powder (40 g.) and mercuric chloride (0.8 g.)) in water 30 ml. and the mixture stirred at 45° C. for 45 min. The residual zinc was separated by decantation from the aqueous liquor, stirred with acetic acid (150 ml.) and filtered. The zinc was furth... Reactants: BrC=1C=C2C(=NC1)N(C=C2C2=C(C=CC=C2)OC)COCCOC (5-bromo-1-(2-methoxy-ethoxymethyl)-3-(2-methoxy-phenyl)-1H-pyrrolo[2,3-b]pyridine), [Cl-].C(C)(C)C1=C(C(=CC=C1)C(C)C)C1=[NH+]C(=CN1)C1=C(C=CC=C1C(C)C)C(C)C (2,5-bis-(2,6-di-iso-propylphenyl)imidazolium chloride), CC(C)([O-])C.[K+] (potassium-tert-butoxide). Reagents/catalysts: C1=CC=C(C=C1)C#N.C1=CC=C(C=C1)C#N.Cl[Pd]Cl (bis(benzonitrile)palladium(II)-chloride). Run at temperature 120 celsius. The product is COCCOCN1C=C(C=2C1=NC=C(C2)N2CCOCC2)C2=C(C=CC=C2)OC (1-(2-methoxy-ethoxymethyl)-3-(2-methoxy-phenyl)-5-morpholin-4-yl-1H-pyrrolo[2,3-b]pyridine). Isolated yield 656.9%. As a reaction SMILES: Br[C:2]1[CH:3]=[C:4]2[C:10]([C:11]3[CH:16]=[CH:15][CH:14]=[CH:13][C:12]=3[O:17][CH3:18])=[CH:9][N:8]([CH2:19][O:20][CH2:21][CH2:22][O:23][CH3:24])[C:5]2=[N:6][CH:7]=1.[Cl-].C(C1C=CC=C(C(C)C)[C:30]=1[C:38]1NC=[C:40]([C:43]2C(C(C)C)=CC=CC=2C(C)C)[NH+:39]=1)(C)C.CC(C)([O-:58])C.[K+]>C1C=CC(C#N)=CC=1.C1C=CC(C#N)=CC=1.Cl[Pd]Cl>[CH3:24][O:23][CH2:22][CH2:21][O:20][CH2:19][N:8]1[C:5]2=[N:6][CH:7]=[C:2]([N:39]3[CH2:40][CH2:43][O:58][CH2:30][CH2:38]3)[CH:3]=[C:4]2[C:10]([C:11]2[CH:16]=[CH:15][CH:14]=[CH:13][C:12]=2[O:17][CH3:18])=[CH:9]1 |f:1.2,3.4,5.6.7|. Reported procedure: 180 mg (0.5 mmol) of 5-bromo-1-(2-methoxy-ethoxymethyl)-3-(2-methoxy-phenyl)-1H-pyrrolo[2,3-b]pyridine, 10 mg of bis(benzonitrile)palladium(II)-chloride, 11 mg of 2,5-bis-(2,6-di-iso-propylphenyl)imidazolium chloride, and 65 mg of potassium-tert-butoxide were placed in a Smith® vial. The vial was flushed with nitrogen and 3 ml of anhydrous 1,4-dioxane and 70 μl of morpholine were added. The resulting mixture was heated to 120° C. for 14 h. The mixture was cooled to room temperature, adsorbed ont... Reaction SMILES: [Cl-].[Al+3].[Cl-].[Cl-].[Cl:5][C:6]1[CH:11]=[CH:10][CH:9]=[CH:8][C:7]=1[C:12](Cl)(Cl)Cl.[OH2:16].[CH:17]1[CH:22]=[CH:21][CH:20]=[CH:19][CH:18]=1>>[Cl:5][C:6]1[CH:11]=[CH:10][CH:9]=[CH:8][C:7]=1[C:12]([C:6]1[CH:11]=[CH:10][CH:9]=[CH:8][CH:7]=1)([C:17]1[CH:22]=[CH:21][CH:20]=[CH:19][CH:18]=1)[OH:16] |f:0.1.2.3|. Reported procedure: Into a flask, benzene (380 ml) was charged, and aluminum chloride (88 g) was suspended therein. A solution of o-chlorobenzotrichloride (138 g, 0.6 mole) in benzene (145 ml) was dropwise added thereto over 2 hours while keeping the temperature at 60° C. After the addition was completed, the mixture was refluxed for 2 hours. The reaction mixture was poured into water (600 ml), and the flask was washed with benzene (240 ml) and water (120 ml). The combined mixture was refluxed for 4 hours. The orga... The reactants are [Cl-].[Al+3].[Cl-].[Cl-] (aluminum chloride), C1=CC=CC=C1 (benzene), ClC1=C(C=CC=C1)C(Cl)(Cl)Cl (o-chlorobenzotrichloride), C1=CC=CC=C1 (benzene), O (water). Product: ClC1=C(C=CC=C1)C(O)(C1=CC=CC=C1)C1=CC=CC=C1 (o-chlorophenyldiphenylmethanol). Conditions: time 2 hour. Reactants: CO, O=[N+]([O-])c1ccc(N2CCOCC2)cc1OCCN1CCOCC1. Product: Nc1ccc(N2CCOCC2)cc1OCCN1CCOCC1. Reaction SMILES: [CH3:25][OH:26].[O:1]1[CH2:2][CH2:3][N:4]([c:7]2[cH:8][cH:9][c:10]([N+:22]([O-:23])=[O:24])[c:11]([O:12][CH2:13][CH2:14][N:15]3[CH2:16][CH2:17][O:18][CH2:19][CH2:20]3)[cH:21]2)[CH2:5][CH2:6]1>>[O:1]1[CH2:2][CH2:3][N:4]([c:7]2[cH:8][cH:9][c:10]([NH2:22])[c:11]([O:12][CH2:13][CH2:14][N:15]3[CH2:16][CH2:17][O:18][CH2:19][CH2:20]3)[cH:21]2)[CH2:5][CH2:6]1. Reactants: CC#N, Cn1nccc1C(O)c1ccc(F)cc1Cl, O=[Cr](=O)([O-])Cl, O, c1cc[nH+]cc1. Product: Cn1nccc1C(=O)c1ccc(F)cc1Cl. As a reaction SMILES: [CH3:29][C:30]#[N:31].[Cl:1][c:2]1[c:3]([CH:9]([OH:10])[c:11]2[cH:12][cH:13][n:14][n:15]2[CH3:16])[cH:4][cH:5][c:6]([F:8])[cH:7]1.[O:17]=[Cr:18]([Cl:19])([O-:20])=[O:21].[OH2:28].[nH+:22]1[cH:23][cH:24][cH:25][cH:26][cH:27]1>>[Cl:1][c:2]1[c:3]([C:9](=[O:10])[c:11]2[cH:12][cH:13][n:14][n:15]2[CH3:16])[cH:4][cH:5][c:6]([F:8])[cH:7]1.